Task: describe an organic reaction: reactants, conditions, products, and yield. Dataset: the Open Reaction Database (ORD), a public repository of structured organic reaction records Starting materials: C[C@H]1[C@H]2[C@H](C[C@H]3[C@@H]4CC[C@H]5C[C@H](CC[C@]5(C)[C@H]4CC([C@]23C)=O)O)O[C@]12CC[C@@H](C)CO2 ((3β,5α,25R)-spirostan-3-ol-12-one), C-12 alcohols, [H-].[Al+3].[Li+].[H-].[H-].[H-] (lithium aluminum hydride). Run in CCOCC (ether). Yields the product C[C@H]1[C@H]2[C@H](C[C@H]3[C@@H]4CC[C@H]5C[C@H](CC[C@]5(C)[C@H]4C[C@H]([C@]23C)O)O)O[C@]12CC[C@@H](C)CO2 ((3β,5α,12β,25R)spirostan-3,12-diol). As a reaction SMILES: [CH3:1][C@@H:2]1[C@:25]2([O:31][CH2:30][C@H:28]([CH3:29])[CH2:27][CH2:26]2)[O:24][C@H:4]2[CH2:5][C@@H:6]3[C@@:20]([CH3:21])([C@@H:3]12)[C:19](=[O:22])[CH2:18][C@H:17]1[C@H:7]3[CH2:8][CH2:9][C@@H:10]2[C@:15]1([CH3:16])[CH2:14][CH2:13][C@H:12]([OH:23])[CH2:11]2.[H-].[Al+3].[Li+].[H-].[H-].[H-]>CCOCC>[CH3:1][C@@H:2]1[C@:25]2([O:31][CH2:30][C@H:28]([CH3:29])[CH2:27][CH2:26]2)[O:24][C@H:4]2[CH2:5][C@@H:6]3[C@@:20]([CH3:21])([C@@H:3]12)[C@H:19]([OH:22])[CH2:18][C@H:17]1[C@H:7]3[CH2:8][CH2:9][C@@H:10]2[C@:15]1([CH3:16])[CH2:14][CH2:13][C@H:12]([OH:23])[CH2:11]2 |f:1.2.3.4.5.6|. Procedure: Using the procedure described in J. Am. Chem. Soc., 1954, 76, 4013, (3β,5α,25R)-spirostan-3-ol-12-one was reduced with lithium aluminum hydride in ether to give a mixture of C-12 alcohols from which the title compound was isolated. Starting materials: FC=1C=C(C#N)C=C(C1)C(F)(F)F (3-fluoro-5-(trifluoromethyl)benzonitrile), CN(CCCNC)C (N,N,N′-trimethylpropane-1,3-diamine), C([O-])([O-])=O.[K+].[K+] (potassium carbonate). The solvent is CS(=O)C (DMSO). The product is CN(CCCN(C=1C=C(C#N)C=C(C1)C(F)(F)F)C)C (3-{[3-(Dimethylamino)propyl](methyl)amino}-5-(trifluoromethyl)benzonitrile). As a reaction SMILES: F[C:2]1[CH:3]=[C:4]([CH:7]=[C:8]([C:10]([F:13])([F:12])[F:11])[CH:9]=1)[C:5]#[N:6].[CH3:14][N:15]([CH3:21])[CH2:16][CH2:17][CH2:18][NH:19][CH3:20].C(=O)([O-])[O-].[K+].[K+]>CS(C)=O>[CH3:14][N:15]([CH3:21])[CH2:16][CH2:17][CH2:18][N:19]([CH3:20])[C:2]1[CH:3]=[C:4]([CH:7]=[C:8]([C:10]([F:13])([F:12])[F:11])[CH:9]=1)[C:5]#[N:6] |f:2.3.4|. Reported procedure: 500 mg (2.64 mmol) of 3-fluoro-5-(trifluoromethyl)benzonitrile, 338 mg (2.91 mmol) of N,N,N′-trimethylpropane-1,3-diamine and 767 mg (5.52 mmol) of potassium carbonate in 5.0 ml of DMSO were stirred at 110° C. for 8 h. The reaction mixture was then separated directly into its components by preparative HPLC (Method 12). The product fractions were freed from the solvent, the residue was suspended in ethyl acetate and the suspension was washed successively with saturated aqueous potassium carbonate... The reactants are O=C(O)C1CCN(C(=O)OCc2ccccc2)CC1, CCN=C=NCCCN(C)C, CCN(C(C)C)C(C)C, NCc1nccnc1Cl, ClCCl, Cl, Cl, Cl. Product: O=C(NCc1nccnc1Cl)C1CCN(C(=O)OCc2ccccc2)CC1. RXN SMILES: [CH2:33]([c:34]1[cH:35][cH:36][cH:37][cH:38][cH:39]1)[O:40][C:41](=[O:42])[N:43]1[CH2:44][CH2:45][CH:46]([C:49](=[O:50])[OH:51])[CH2:47][CH2:48]1.[CH3:22][N:23]([CH3:24])[CH2:25][CH2:26][CH2:27][N:28]=[C:29]=[N:30][CH2:31][CH3:32].[CH:12]([N:13]([CH2:14][CH3:15])[CH:16]([CH3:17])[CH3:18])([CH3:19])[CH3:20].[Cl:3][c:4]1[c:5]([CH2:10][NH2:11])[n:6][cH:7][cH:8][n:9]1.[Cl:52][CH2:53][Cl:54].[ClH:1].[ClH:21].[ClH:2]>>[Cl:3][c:4]1[c:5]([CH2:10][NH:11][C:49]([CH:46]2[CH2:45][CH2:44][N:43]([C:41]([O:40][CH2:33][c:34]3[cH:35][cH:36][cH:37][cH:38][cH:39]3)=[O:42])[CH2:48][CH2:47]2)=[O:50])[n:6][cH:7][cH:8][n:9]1. Reactants: C(C1=CC=CC=C1)O[C@H]1[C@@H](OCC=C)O[C@@H]([C@H]([C@@H]1OCC1=CC=CC=C1)O[C@H]1[C@H](OCC2=CC=CC=C2)[C@@H](OCC2=CC=CC=C2)[C@H](OCC2=CC=CC=C2)[C@H](O1)CF)COCC1=CC=CC=C1 (Allyl 2,3,6-tri-O-benzyl-4-O-(2,3,4-tri-O-benzyl-6-fluoro-6-deoxy-β-D-glucopyranosyl)-α-D-glucopyranoside), O1CCCC1 (tetrahydrofuran). Reagents/catalysts: Cl[Pd]Cl (palladium chloride (II)). The solvent is CO (methanol). Conditions: time 14 hour. The product is C(C1=CC=CC=C1)O[C@H]1C(OCC=C)O[C@@H]([C@H]([C@@H]1OCC1=CC=CC=C1)O[C@H]1[C@H](OCC2=CC=CC=C2)[C@@H](OCC2=CC=CC=C2)[C@H](OCC2=CC=CC=C2)[C@H](O1)CF)COCC1=CC=CC=C1 (Allyl 2,3,6-tri-O-benzyl-4-O-(2,3,4-tri-O-benzyl-6-fluoro-6-deoxy-β-D-glucopyranosyl)-D-glucopyranoside). Isolated yield 60.7%. As a reaction SMILES: [CH2:1]([O:8][C@@H:9]1[C@@H:18]([O:19][CH2:20][C:21]2[CH:26]=[CH:25][CH:24]=[CH:23][CH:22]=2)[C@H:17]([O:27][C@@H:28]2[O:57][C@H:56]([CH2:58][F:59])[C@@H:47]([O:48][CH2:49][C:50]3[CH:55]=[CH:54][CH:53]=[CH:52][CH:51]=3)[C@H:38]([O:39][CH2:40][C:41]3[CH:46]=[CH:45][CH:44]=[CH:43][CH:42]=3)[C@H:29]2[O:30][CH2:31][C:32]2[CH:37]=[CH:36][CH:35]=[CH:34][CH:33]=2)[C@@H:16]([CH2:60][O:61][CH2:62][C:63]2[CH:68]=[CH:67][CH:66]=[CH:65][CH:64]=2)[O:15][C@@H:10]1[O:11][CH2:12][CH:13]=[CH2:14])[C:2]1[CH:7]=[CH:6][CH:5]=[CH:4][CH:3]=1.O1CCCC1>CO.Cl[Pd]Cl>[CH2:1]([O:8][C@@H:9]1[C@@H:18]([O:19][CH2:20][C:21]2[CH:22]=[CH:23][CH:24]=[CH:25][CH:26]=2)[C@H:17]([O:27][C@@H:28]2[O:57][C@H:56]([CH2:58][F:59])[C@@H:47]([O:48][CH2:49][C:50]3[CH:51]=[CH:52][CH:53]=[CH:54][CH:55]=3)[C@H:38]([O:39][CH2:40][C:41]3[CH:42]=[CH:43][CH:44]=[CH:45][CH:46]=3)[C@H:29]2[O:30][CH2:31][C:32]2[CH:37]=[CH:36][CH:35]=[CH:34][CH:33]=2)[C@@H:16]([CH2:60][O:61][CH2:62][C:63]2[CH:64]=[CH:65][CH:66]=[CH:67][CH:68]=2)[O:15][CH:10]1[O:11][CH2:12][CH:13]=[CH2:14])[C:2]1[CH:7]=[CH:6][CH:5]=[CH:4][CH:3]=1. Reported procedure: The compound (5.06 g, 5.47 mmol) synthesized in Example 4 (4a) was dissolved in methanol (75 mL) and tetrahydrofuran (15 mL) and palladium chloride (II) (190 mg, 1.09 mmol) was added thereto, followed by stirring of the mixture at room temperature for 14 hours. After the reaction mixture was subjected to celite filtration, the solvent was distilled off under reduced pressure. The residue was purified using silica gel flash column chromatography (hexane:ethyl acetate, 4:1-3:1-2:1, V/V) to obtain ... Reactants: [N+](=O)([O-])C1=C(C=CC(=C1)OC(F)(F)F)N (2-nitro-4-trifluoromethoxy-phenylamine), 16a. Reagents/catalysts: [Ni] (Ni). The solvent is CCO (EtOH). Reaction conditions: time 8 hour. The product is FC(OC=1C=C(C(=CC1)N)N)(F)F (4-trifluoromethoxy-benzene-1,2-diamine), 16b. The yield is 86.0%. As a reaction SMILES: [N+:1]([C:4]1[CH:9]=[C:8]([O:10][C:11]([F:14])([F:13])[F:12])[CH:7]=[CH:6][C:5]=1[NH2:15])([O-])=O>[Ni].CCO>[F:12][C:11]([F:13])([F:14])[O:10][C:8]1[CH:9]=[C:4]([NH2:1])[C:5]([NH2:15])=[CH:6][CH:7]=1. Reported procedure: 2-nitro-4-trifluoromethoxy-phenylamine Compound 16a (0.5 g, 2.25 mmol) was dissolved into EtOH (30 mL) and Raney Ni (˜0.5 g, prewashed with EtOH) was added. The mixture was shaken in a Parr shaker under H2 (50 psi) at room temperature overnight, filtered through Celite and the solvent was evaporated to dryness to provide 4-trifluoromethoxy-benzene-1,2-diamine Compound 16b (0.373 g, yield 86%) as a red-brown semi-solid. Reactants: N1=CC=CC=C1 (pyridine), FC(S(=O)(=O)OS(=O)(=O)C(F)(F)F)(F)F (trifluoromethanesulfonic anhydride), ice, FC(S(=O)(=O)OS(=O)(=O)C(F)(F)F)(F)F (trifluoromethanesulfonic anhydride), FC1=C(C=C(C=C1)N1N=C(C=C1)C)O (2-fluoro-5-(3-methylpyrazol-1-yl)phenol), C(CC(O)(C(=O)O)CC(=O)O)(=O)O (citric acid). Run in C(Cl)Cl (DCM), C(Cl)Cl (DCM). Reaction conditions: time 10 minute. The product is FC1=C(C=C(C=C1)N1N=C(C=C1)C)OS(=O)(=O)C(F)(F)F ([2-Fluoro-5-(3-methylpyrazol-1-yl)phenyl]trifluoromethanesulfonate). The yield is 60.2%. RXN SMILES: FC(F)(F)S([O:6][S:7]([C:10]([F:13])([F:12])[F:11])(=[O:9])=[O:8])(=O)=O.[F:16][C:17]1[CH:22]=[CH:21][C:20]([N:23]2[CH:27]=[CH:26][C:25]([CH3:28])=[N:24]2)=[CH:19][C:18]=1O.N1C=CC=CC=1.C(O)(=O)CC(CC(O)=O)(C(O)=O)O>C(Cl)Cl>[F:16][C:17]1[CH:18]=[CH:19][C:20]([N:23]2[CH:27]=[CH:26][C:25]([CH3:28])=[N:24]2)=[CH:21][C:22]=1[O:6][S:7]([C:10]([F:11])([F:12])[F:13])(=[O:8])=[O:9]. Procedure details: To an ice cooled solution of trifluoromethanesulfonic anhydride (0.29 mL, 1.72 mmol) in DCM (10 mL) was added 2-fluoro-5-(3-methylpyrazol-1-yl)phenol (which may be prepared as described in Description 68) (288 mg, 1.5 mmol) followed by pyridine (0.6 mL, 7.49 mmol). The reaction was stirred at 00° C. for 10 minutes, then allowed to warm to room temperature over 1 hour, then the reaction was stirred overnight at room temperature. Additional trifluoromethanesulfonic anhydride (0.29 mL, 1.72 mmol) w... The product is COc1ccc2ncc(F)c(CCN3CC(=NO)C(CNCc4ccc5c(n4)NC(=O)CO5)C3)c2n1. RXN SMILES: [BH4-:43].[CH3:48][OH:49].[Cl:45][CH2:46][Cl:47].[NH2:1][CH2:2][CH:3]1[C:4](=[N:23][OH:24])[CH2:5][N:6]([CH2:8][CH2:9][c:10]2[c:11]([F:22])[cH:12][n:13][c:14]3[cH:15][cH:16][c:17]([O:20][CH3:21])[n:18][c:19]23)[CH2:7]1.[Na+:42].[Na+:44].[O-:38][C:39]([OH:40])=[O:41].[O:25]=[C:26]1[NH:27][c:28]2[c:29]([cH:32][cH:33][c:34]([CH:36]=[O:37])[n:35]2)[O:30][CH2:31]1>>[NH:1]([CH2:2][CH:3]1[C:4](=[N:23][OH:24])[CH2:5][N:6]([CH2:8][CH2:9][c:10]2[c:11]([F:22])[cH:12][n:13][c:14]3[cH:15][cH:16][c:17]([O:20][CH3:21])[n:18][c:19]23)[CH2:7]1)[CH2:36][c:34]1[cH:33][cH:32][c:29]2[c:28]([n:35]1)[NH:27][C:26](=[O:25])[CH2:31][O:30]2. Starting materials: [BH4-], CO, ClCCl, COc1ccc2ncc(F)c(CCN3CC(=NO)C(CN)C3)c2n1, [Na+], [Na+], O=C([O-])O, O=Cc1ccc2c(n1)NC(=O)CO2.